From a dataset of the Open Reaction Database (ORD), a public repository of structured organic reaction records. describe an organic reaction: reactants, conditions, products, and yield The reactants are CCCCC, CC(C)C1CCC(N2CCC(=O)CC2)CC1, Nc1ccccc1. Product: CC(C)C1CCC(N2CCC(=Nc3ccccc3)CC2)CC1. RXN SMILES: [CH3:24][CH2:25][CH2:26][CH2:27][CH3:28].[CH:1]([CH3:2])([CH3:3])[CH:4]1[CH2:5][CH2:6][CH:7]([N:10]2[CH2:11][CH2:12][C:13](=[O:16])[CH2:14][CH2:15]2)[CH2:8][CH2:9]1.[NH2:17][c:18]1[cH:19][cH:20][cH:21][cH:22][cH:23]1>>[CH:1]([CH3:2])([CH3:3])[CH:4]1[CH2:5][CH2:6][CH:7]([N:10]2[CH2:11][CH2:12][C:13](=[N:17][c:18]3[cH:19][cH:20][cH:21][cH:22][cH:23]3)[CH2:14][CH2:15]2)[CH2:8][CH2:9]1. Reactants: COC(=O)CC(C)(C)NC(=O)OCc1ccccc1, CO, [Na+], [OH-]. Yields the product CC(C)(CC(=O)O)NC(=O)OCc1ccccc1. Reaction SMILES: [CH2:1]([c:2]1[cH:3][cH:4][cH:5][cH:6][cH:7]1)[O:8][C:9](=[O:10])[NH:11][C:12]([CH2:13][C:14](=[O:15])[O:16][CH3:17])([CH3:18])[CH3:19].[CH3:22][OH:23].[Na+:21].[OH-:20]>>[CH2:1]([c:2]1[cH:3][cH:4][cH:5][cH:6][cH:7]1)[O:8][C:9](=[O:10])[NH:11][C:12]([CH2:13][C:14](=[O:15])[OH:16])([CH3:18])[CH3:19]. Reactants: COC(CC=1C2=C(SC1)C=C(C=C2)O)=O ((6-hydroxy-benzo[b]thiophen-3-yl)acetic acid methyl ester), ClCC1=NOC(=C1)C1=CC=C(C=C1)Cl (3-chloromethyl-5-(4-chloro-phenyl)-isoxazole). Product: ClC1=CC=C(C=C1)C1=CC(=NO1)COC=1C=CC2=C(SC=C2CC(=O)O)C1 ({6-[5-(4-Chloro-phenyl)-isoxazol-3-ylmethoxy]-benzo[b]thiophen-3-yl]-acetic acid). Reaction SMILES: C[O:2][C:3](=[O:15])[CH2:4][C:5]1[C:6]2[CH:13]=[CH:12][C:11]([OH:14])=[CH:10][C:7]=2[S:8][CH:9]=1.Cl[CH2:17][C:18]1[CH:22]=[C:21]([C:23]2[CH:28]=[CH:27][C:26]([Cl:29])=[CH:25][CH:24]=2)[O:20][N:19]=1>>[Cl:29][C:26]1[CH:25]=[CH:24][C:23]([C:21]2[O:20][N:19]=[C:18]([CH2:17][O:14][C:11]3[CH:12]=[CH:13][C:6]4[C:5]([CH2:4][C:3]([OH:2])=[O:15])=[CH:9][S:8][C:7]=4[CH:10]=3)[CH:22]=2)=[CH:28][CH:27]=1. Procedure: The title compound was prepared from compound 5C and commercially available 3-chloromethyl-5-(4-chloro-phenyl)-isoxazole in the manner analogous to example 5F. MS m/z 414 (M+1). Starting materials: CN1CCOCC1, CN1CCCC1=O, Cl, Nc1nc(N)c(CCCCc2ccc(C(=O)O)cc2)c(O)n1, CCOC(=O)CCC(N)C(=O)OCC, O=P(Cl)(Nc1ccccc1)Oc1ccccc1. Product: CCOC(=O)CCC(NC(=O)c1ccc(CCCCc2c(N)nc(N)nc2O)cc1)C(=O)OCC. Reaction SMILES: [CH3:40][N:41]1[CH2:42][CH2:43][O:44][CH2:45][CH2:46]1.[CH3:62][N:63]1[CH2:64][CH2:65][CH2:66][C:67]1=[O:68].[ClH:47].[NH2:1][c:2]1[n:3][c:4]([OH:22])[c:5]([CH2:9][CH2:10][CH2:11][CH2:12][c:13]2[cH:14][cH:15][c:16]([C:17](=[O:18])[OH:19])[cH:20][cH:21]2)[c:6]([NH2:8])[n:7]1.[NH2:48][CH:49]([CH2:50][CH2:51][C:52](=[O:53])[O:54][CH2:55][CH3:56])[C:57](=[O:58])[O:59][CH2:60][CH3:61].[c:23]1([NH:24][P:25]([Cl:26])(=[O:27])[O:28][c:29]2[cH:30][cH:31][cH:32][cH:33][cH:34]2)[cH:35][cH:36][cH:37][cH:38][cH:39]1>>[NH2:1][c:2]1[n:3][c:4]([OH:22])[c:5]([CH2:9][CH2:10][CH2:11][CH2:12][c:13]2[cH:14][cH:15][c:16]([C:17](=[O:19])[NH:48][CH:49]([CH2:50][CH2:51][C:52](=[O:53])[O:54][CH2:55][CH3:56])[C:57](=[O:58])[O:59][CH2:60][CH3:61])[cH:20][cH:21]2)[c:6]([NH2:8])[n:7]1. The reactants are CCn1cc(C(=O)O)c2ccc(OC)cc21, ClCCl, O=C(Cl)C(=O)Cl, [NH4+], CN(C)C=O, [OH-]. The product is CCn1cc(C(N)=O)c2ccc(OC)cc21. As a reaction SMILES: [CH2:1]([CH3:2])[n:3]1[cH:4][c:5]([C:14](=[O:15])[OH:16])[c:6]2[cH:7][cH:8][c:9]([O:12][CH3:13])[cH:10][c:11]12.[Cl:17][CH2:18][Cl:19].[Cl:20][C:21]([C:22]([Cl:23])=[O:24])=[O:25].[NH4+:27].[O:28]=[CH:29][N:30]([CH3:31])[CH3:32].[OH-:26]>>[CH2:1]([CH3:2])[n:3]1[cH:4][c:5]([C:14](=[O:16])[NH2:27])[c:6]2[cH:7][cH:8][c:9]([O:12][CH3:13])[cH:10][c:11]12.